Dataset: the Open Reaction Database (ORD), a public repository of structured organic reaction records. Task: describe an organic reaction: reactants, conditions, products, and yield Reactants: O1CCC(CC1)CNC1=C(C(=O)O)C=CC=C1 (2-(tetrahydropyran-4-yl)methylaminobenzoic acid), NC=1C=C2C=NNC2=CC1 (5-aminoindazole), CN1CCOCC1 (N-methylmorpholine), O-(7-azabenzotriazol-1-yl)-1,1,3,3-tetamethyluronium hexafluorophosphate. The solvent is CN(C=O)C (dimethylformamide). Reaction conditions: time 3 hour. The product is N1N=CC2=CC(=CC=C12)NC(C1=C(C=CC=C1)NCC1CCOCC1)=O (N-(indazol-5-yl)-2-(tetrahydropyran-4-yl)methylaminobenzoic acid amide). Yield: 35.4%. RXN SMILES: [O:1]1[CH2:6][CH2:5][CH:4]([CH2:7][NH:8][C:9]2[CH:17]=[CH:16][CH:15]=[CH:14][C:10]=2[C:11]([OH:13])=O)[CH2:3][CH2:2]1.[NH2:18][C:19]1[CH:20]=[C:21]2[C:25](=[CH:26][CH:27]=1)[NH:24][N:23]=[CH:22]2.CN1CCOCC1>CN(C)C=O>[NH:24]1[C:25]2[C:21](=[CH:20][C:19]([NH:18][C:11](=[O:13])[C:10]3[CH:14]=[CH:15][CH:16]=[CH:17][C:9]=3[NH:8][CH2:7][CH:4]3[CH2:3][CH2:2][O:1][CH2:6][CH2:5]3)=[CH:27][CH:26]=2)[CH:22]=[N:23]1. Procedure details: 235 mg (1 mmol) of 2-(tetrahydropyran-4-yl)methylaminobenzoic acid is mixed in 10 ml of dimethylformamide with 266 mg (2 mmol) of 5-aminoindazole. 253 mg (2.5 mmol) of N-methylmorpholine and 456 mg (1.2 mmol) of O-(7-azabenzotriazol-1-yl)-1,1,3,3-tetamethyluronium hexafluorophosphate are added to this solution under argon and in a moisture-free environment. This mixture is stirred for 3 hours at room temperature. It is concentrated by evaporation in a vacuum, taken up in dilute sodium bicarbonat... Starting materials: [N+](=[N-])=CC(=O)C1NC2(C(N(C2O1)C(C(=O)OC(C1=CC=CC=C1)C1=CC=CC=C1)=C(C)C)=O)C(CC1=CC=CC=C1)=O (diphenylmethyl α-(3ξ-diazoacetyl-2-phenylacetyl-7-oxo-4-oxa-2,6-diazabicyclo[3.2.0]heptan-6-yl)-α-isopropylideneacetate), B(F)(F)F.CCOCC (boron trifluoride etherate), C(C)(=O)O (acetic acid), ice water. The product is C(C)(=O)OCC(=O)C1NC2(C(N(C2O1)C(C(=O)OC(C1=CC=CC=C1)C1=CC=CC=C1)=C(C)C)=O)C(CC1=CC=CC=C1)=O (diphenylmethyl α-(3ξ-acetoxyacetyl-2-phenylacetyl-7-oxo-4-oxa-2,6-diazabicyclo[3.2.0]heptan-6-yl)-α-isopropylideneacetate). Yield: 30.0%. As a reaction SMILES: [N+](=[CH:3][C:4]([CH:6]1[O:12][CH:11]2[C:8]([C:34](=[O:42])[CH2:35][C:36]3[CH:41]=[CH:40][CH:39]=[CH:38][CH:37]=3)([C:9](=[O:33])[N:10]2[C:13](=[C:30]([CH3:32])[CH3:31])[C:14]([O:16][CH:17]([C:24]2[CH:29]=[CH:28][CH:27]=[CH:26][CH:25]=2)[C:18]2[CH:23]=[CH:22][CH:21]=[CH:20][CH:19]=2)=[O:15])[NH:7]1)=[O:5])=[N-].B(F)(F)F.CCOCC.[C:52]([OH:55])(=[O:54])[CH3:53]>>[C:52]([O:55][CH2:3][C:4]([CH:6]1[O:12][CH:11]2[C:8]([C:34](=[O:42])[CH2:35][C:36]3[CH:41]=[CH:40][CH:39]=[CH:38][CH:37]=3)([C:9](=[O:33])[N:10]2[C:13](=[C:30]([CH3:31])[CH3:32])[C:14]([O:16][CH:17]([C:24]2[CH:25]=[CH:26][CH:27]=[CH:28][CH:29]=2)[C:18]2[CH:23]=[CH:22][CH:21]=[CH:20][CH:19]=2)=[O:15])[NH:7]1)=[O:5])(=[O:54])[CH3:53] |f:1.2|. Procedure: To a solution of 200 mg of diphenylmethyl α-(3ξ-diazoacetyl-2-phenylacetyl-7-oxo-4-oxa-2,6-diazabicyclo[3.2.0]heptan-6-yl)-α-isopropylideneacetate in 2 ml of acetic acid is added 0.045 ml of boron trifluoride etherate. After the termination of gas evolution, the reaction mixture is poured into ice water and extracted with ethyl acetate. The extract is washed with water, an aqueous solution of sodium hydrogencarbonate and then water, dried on sodium sulfate and evaporated. The residue (205 mg) is... The reactants are N[C@@H](C(C)C)C(=O)N (Val-NH2), N(CC(=O)NCC(=O)O)C(=O)C (Ac-Gly-Gly-OH), ester, C1CCC(CC1)N=C=NC2CCCCC2 (DCC). Solvent: O (H2O), C(C)#N (acetonitrile), C(C)#N (acetonitrile). Reaction conditions: temperature 0 celsius. Product: N(CC(=O)NCC(=O)N[C@@H](C(C)C)C(=O)N)C(=O)C (Ac-Gly-Gly-Val-NH2). RXN SMILES: [NH:1]([C:10]([CH3:12])=[O:11])[CH2:2][C:3]([NH:5][CH2:6][C:7](O)=[O:8])=[O:4].C1CCC(N=C=NC2CCCCC2)CC1.[NH2:28][C@H:29]([C:33]([NH2:35])=[O:34])[CH:30]([CH3:32])[CH3:31]>C(#N)C.O>[NH:1]([C:10]([CH3:12])=[O:11])[CH2:2][C:3]([NH:5][CH2:6][C:7]([NH:28][C@H:29]([C:33]([NH2:35])=[O:34])[CH:30]([CH3:32])[CH3:31])=[O:8])=[O:4]. Procedure: 1.75 g (10 mmoles) Ac-Gly-Gly-OH and 1.73 g (15 mmoles) HONSu were dissolved in 25 ml acetonitrile and cooled to 0° C. 2.46 g DCC (12 mmoles) were then added, the mixture allowed to warm to room temperature and stirred for 2 hours until complete formation of the active ester. After filtering off the DCU, 1.16 g of Val-NH2 free base (10 mmoles) in 25 ml H2O at pH 8 were added slowly and pH maintained above 7. At completion of the reaction the acetonitrile was removed under vacuum and a small resi... The reactants are FC1=C(C(=C(C=2C(C3=C(C=CC(=C3C(C12)=O)O)O)=O)F)F)F (1,2,3,4-tetrafluoro-5,8-dihydroxyanthraquinone), NC(C)CCCN(CC)CC (2-Amino-5-diethylaminopentane). Solvent: C(Cl)Cl (CH2Cl2). Run at time 12 hour. Yields the product C(C)N(CCCC(C)NC1=C(C(=C(C=2C(C3=C(C=CC(=C3C(C12)=O)O)O)=O)NC(C)CCCN(CC)CC)F)F)CC (1,4-bis(5-(diethylamino)pentan-2-ylamino)-2,3-difluoro-5,8-dihydroxyanthracene-9,10-dione). RXN SMILES: F[C:2]1[C:15]2[C:14](=[O:16])[C:13]3[C:8](=[C:9]([OH:18])[CH:10]=[CH:11][C:12]=3[OH:17])[C:7](=[O:19])[C:6]=2[C:5](F)=[C:4]([F:21])[C:3]=1[F:22].[NH2:23][CH:24]([CH2:26][CH2:27][CH2:28][N:29]([CH2:32][CH3:33])[CH2:30][CH3:31])[CH3:25]>C(Cl)Cl>[CH2:30]([N:29]([CH2:32][CH3:33])[CH2:28][CH2:27][CH2:26][CH:24]([NH:23][C:5]1[C:6]2[C:7](=[O:19])[C:8]3[C:13](=[C:12]([OH:17])[CH:11]=[CH:10][C:9]=3[OH:18])[C:14](=[O:16])[C:15]=2[C:2]([NH:23][CH:24]([CH2:26][CH2:27][CH2:28][N:29]([CH2:32][CH3:33])[CH2:30][CH3:31])[CH3:25])=[C:3]([F:22])[C:4]=1[F:21])[CH3:25])[CH3:31]. Procedure details: A mixture of 1,2,3,4-tetrafluoro-5,8-dihydroxyanthraquinone (0.47 g, 1.5 mmol) and 2-Amino-5-diethylaminopentane (2.3 mL) in CH2Cl2 (20 mL) was stirred at room temperature for 12 hours. After evaporation of the solvents, the residue was purified by silica gel chromatography using isocratic solvent system of CH2Cl2/MeOH/Et3N (100:10:1) yielding 364 mgs of Dye 2 as dark blue product. Abs (max, PBS pH 7.4)=667 nm; Em=700 nm. The structure of Dye 2 is given below: